Dataset: the Open Reaction Database (ORD), a public repository of structured organic reaction records. Task: describe an organic reaction: reactants, conditions, products, and yield Product: COc1ccc(S(=O)(=O)Nc2ccc(COc3ccc4c(c3)CCC(CN(C)C)C4)cc2)cc1. The reactants are O=C([O-])[O-], C1CCOC1, CCOC(C)=O, COc1ccc(S(=O)(=O)Cl)cc1, [K+], [K+], CN(C)CC1CCc2cc(OCc3ccc(N)cc3)ccc2C1, c1ccncc1. RXN SMILES: [C:41](=[O:42])([O-:43])[O-:44].[CH2:1]1[O:2][CH2:3][CH2:4][CH2:5]1.[CH3:47][CH2:48][O:49][C:50](=[O:51])[CH3:52].[CH3:6][O:7][c:8]1[cH:9][cH:10][c:11]([S:14](=[O:15])(=[O:16])[Cl:17])[cH:12][cH:13]1.[K+:45].[K+:46].[NH2:18][c:19]1[cH:20][cH:21][c:22]([CH2:23][O:24][c:25]2[cH:26][c:27]3[c:32]([cH:33][cH:34]2)[CH2:31][CH:30]([CH2:35][N:36]([CH3:37])[CH3:38])[CH2:29][CH2:28]3)[cH:39][cH:40]1.[cH:53]1[cH:54][cH:55][n:56][cH:57][cH:58]1>>[CH3:6][O:7][c:8]1[cH:9][cH:10][c:11]([S:14](=[O:15])(=[O:16])[NH:18][c:19]2[cH:20][cH:21][c:22]([CH2:23][O:24][c:25]3[cH:26][c:27]4[c:32]([cH:33][cH:34]3)[CH2:31][CH:30]([CH2:35][N:36]([CH3:37])[CH3:38])[CH2:29][CH2:28]4)[cH:39][cH:40]2)[cH:12][cH:13]1. The reactants are Di-pentaerythritol, C(CO)(CO)(CO)COCC(CO)(CO)CO ((HOCH2)3CCH2OCH2C(CH2OH)3), polyhydric alcohol, C(CCO)O (1,3-propane diol). Yields the product C(CO)(CO)(CO)CO (C(CH2OH)4). As a reaction SMILES: C(O)CCO.[C:6]([CH2:13][O:14]CC(CO)(CO)CO)([CH2:11][OH:12])([CH2:9][OH:10])[CH2:7][OH:8]>>[C:6]([CH2:13][OH:14])([CH2:11][OH:12])([CH2:9][OH:10])[CH2:7][OH:8]. Procedure: Di-pentaerythritol is a polyhydric alcohol which is chemically (2,2,-[oxy bis (methylene)]-bis[2(hydroxymethyl) 1)-1,3-propane diol]), or (HOCH2)3CCH2OCH2C(CH2OH)3. It is obtained as a by-product in the manufacture of pentaerythritol, chemically C(CH2OH)4, and it is separated by fractional crystallization. Procedure details: A mixture of 13.3 g (0.064 mole) of 6-methyl-3-phenyl-2,1-benzisoxazole, 11.3 g (0.064 mole) of N-bromosuccinimide, 0.1 g of dibenzoylperoxide and 225 ml of carbon tetrachloride was heated at reflux under illumination by a flood lamp for 2.5 hr. The mixture was filtered and the filtrate was washed with 100 ml of 5% sodium bicarbonate, dried over sodium sulfate, and concentrated to give a solid as residue. The solid was recrystallized from 2-propanol to give 12.9 g (71%) predominantly the title c... The reactants are CC1=CC=2C(=C(ON2)C2=CC=CC=C2)C=C1 (6-methyl-3-phenyl-2,1-benzisoxazole), BrN1C(CCC1=O)=O (N-bromosuccinimide), C(C1=CC=CC=C1)(=O)OOC(C1=CC=CC=C1)=O (dibenzoylperoxide). Run in C(Cl)(Cl)(Cl)Cl (carbon tetrachloride). As a reaction SMILES: [CH3:1][C:2]1[CH:16]=[CH:15][C:5]2=[C:6]([C:9]3[CH:14]=[CH:13][CH:12]=[CH:11][CH:10]=3)[O:7][N:8]=[C:4]2[CH:3]=1.[Br:17]N1C(=O)CCC1=O.C(OOC(=O)C1C=CC=CC=1)(=O)C1C=CC=CC=1>C(Cl)(Cl)(Cl)Cl>[Br:17][CH2:1][C:2]1[CH:16]=[CH:15][C:5]2=[C:6]([C:9]3[CH:14]=[CH:13][CH:12]=[CH:11][CH:10]=3)[O:7][N:8]=[C:4]2[CH:3]=1. Yields the product BrCC1=CC=2C(=C(ON2)C2=CC=CC=C2)C=C1 (6-(Bromomethyl)-3-phenyl-2,1-benzisoxazole). RXN SMILES: [CH3:29][C:30](=[O:31])[CH3:32].[O:1]1[CH:2]([c:6]2[s:7][cH:8][cH:9][c:10]2[S:11][CH2:12][C:13](=[O:14])[O:15][CH3:16])[O:5][CH2:4][CH2:3]1.[OH2:17].[c:18]1([CH3:19])[cH:20][cH:21][c:22]([S:23]([OH:24])(=[O:25])=[O:26])[cH:27][cH:28]1>>[O:1]=[CH:2][c:6]1[s:7][cH:8][cH:9][c:10]1[S:11][CH2:12][C:13](=[O:14])[O:15][CH3:16]. Yields the product COC(=O)CSc1ccsc1C=O. Reactants: CC(C)=O, COC(=O)CSc1ccsc1C1OCCO1, O, Cc1ccc(S(=O)(=O)O)cc1. Reactants: COCCOCCOC, Cc1ccc(Nc2ccccc2N)c(F)c1, NS(N)(=O)=O, NS(=O)(=O)O. Product: Cc1ccc(N2c3ccccc3NS2(=O)=O)c(F)c1. RXN SMILES: [CH3:27][O:28][CH2:29][CH2:30][O:31][CH2:32][CH2:33][O:34][CH3:35].[F:1][c:2]1[c:3]([NH:9][c:10]2[c:11]([NH2:16])[cH:12][cH:13][cH:14][cH:15]2)[cH:4][cH:5][c:6]([CH3:8])[cH:7]1.[NH2:17][S:18]([NH2:19])(=[O:20])=[O:21].[NH2:22][S:23](=[O:24])(=[O:25])[OH:26]>>[F:1][c:2]1[c:3]([N:9]2[c:10]3[c:11]([cH:12][cH:13][cH:14][cH:15]3)[NH:16][S:18]2(=[O:20])=[O:21])[cH:4][cH:5][c:6]([CH3:8])[cH:7]1. Starting materials: C1(=CC=C(C=C1)NC1=C(C(=O)O)C=C(C(=C1)C(=O)O)NC1=CC=C(C=C1)C)C (DTTA), polyphosphoric acid, P(O)(O)(O)=O (phosphoric acid), C1(=CC=C(C=C1)NC1=C(C(=O)O)C=C(C(=C1)C(=O)O)NC1=CC=C(C=C1)C)C (2,5-di(p-tolylamino)terephthalic acid). The solvent is O (water). Run at temperature 40 celsius, time 45 minute. Yields the product CC1=CC2=C(C=C1)NC3=CC4=C(C=C3C2=O)NC5=C(C4=O)C=C(C=C5)C (2,9-dimethylquinacridone). Isolated yield 15.0%. RXN SMILES: P(=O)(O)(O)O.[C:6]1([CH3:33])[CH:11]=[CH:10][C:9]([NH:12][C:13]2[CH:21]=[C:20]([C:22]([OH:24])=O)[C:19]([NH:25][C:26]3[CH:31]=[CH:30][C:29]([CH3:32])=[CH:28][CH:27]=3)=[CH:18][C:14]=2[C:15](O)=[O:16])=[CH:8][CH:7]=1>O>[CH3:32][C:29]1[CH:28]=[CH:27][C:26]2[NH:25][C:19]3[C:20]([C:22](=[O:24])[C:31]=2[CH:30]=1)=[CH:21][C:13]1[NH:12][C:9]2[CH:8]=[CH:7][C:6]([CH3:33])=[CH:11][C:10]=2[C:15](=[O:16])[C:14]=1[CH:18]=3. Procedure: Two hundred ml of polyphosphoric acid and 100 ml of 85% phosphoric acid are mixed in a mechanically stirred beaker and allowed to cool to 40° C. Thirty grams of 2,5-di(p-tolylamino)terephthalic acid (DTTA) are added in small portions, successively, under intense agitation by Gifford-Wood homogenizer. Care is taken to dissolve each portion before adding another one. The temperature is kept below 60° C. by external water bath cooling. After having dissolved all of the DTTA, as ascertained by dippi... The reactants are C[Al](C)C (Trimethylaluminium), COC(=O)C1=CC=C(S1)N1CCN(CC1)C(=O)OC(C)(C)C (tert-butyl 4-(5-(methoxycarbonyl)thiophen-2-yl)piperazine-1-carboxylate), COC=1C=C(C=C(C1)OC)CCC=1C=C(NN1)N (5-[2-(3,5-dimethoxyphenyl)ethyl]-2H-pyrazol-3-amine). The yield is 50.2%. As a reaction SMILES: C[Al](C)C.CO[C:7]([C:9]1[S:13][C:12]([N:14]2[CH2:19][CH2:18][N:17]([C:20]([O:22][C:23]([CH3:26])([CH3:25])[CH3:24])=[O:21])[CH2:16][CH2:15]2)=[CH:11][CH:10]=1)=[O:8].[CH3:27][O:28][C:29]1[CH:30]=[C:31]([CH2:37][CH2:38][C:39]2[CH:40]=[C:41]([NH2:44])[NH:42][N:43]=2)[CH:32]=[C:33]([O:35][CH3:36])[CH:34]=1>C1(C)C=CC=CC=1.CC(C)=O>[CH3:36][O:35][C:33]1[CH:32]=[C:31]([CH2:37][CH2:38][C:39]2[CH:40]=[C:41]([NH:44][C:7]([C:9]3[S:13][C:12]([N:14]4[CH2:15][CH2:16][N:17]([C:20]([O:22][C:23]([CH3:24])([CH3:25])[CH3:26])=[O:21])[CH2:18][CH2:19]4)=[CH:11][CH:10]=3)=[O:8])[NH:42][N:43]=2)[CH:30]=[C:29]([O:28][CH3:27])[CH:34]=1. Product: COC=1C=C(C=C(C1)OC)CCC=1C=C(NN1)NC(=O)C1=CC=C(S1)N1CCN(CC1)C(=O)OC(C)(C)C (tert-butyl 4-[5-[[5-[2-(3,5-dimethoxyphenyl)ethyl]-2H-pyrazol-3-yl]carbamoyl]thiophen-2-yl]piperazine-1-carboxylate). Run in C1(=CC=CC=C1)C (toluene), C1(=CC=CC=C1)C (toluene), CC(=O)C (acetone). Procedure: 2M Trimethylaluminium (1.250 ml, 2.50 mmol) in toluene, was added dropwise to a stirred solution of tert-butyl 4-(5-(methoxycarbonyl)thiophen-2-yl)piperazine-1-carboxylate (0.326 g, 1 mmol) and 5-[2-(3,5-dimethoxyphenyl)ethyl]-2H-pyrazol-3-amine (0.247 g, 1.00 mmol) in toluene (7.14 ml) at 20° C. under nitrogen. The reaction mixture was stirred at 20° C. for 20 h. The temperature was increased to 60° C. and the reaction mixture was stirred for 20 h and then allowed to cool. The reaction mixture ... Conditions: temperature 20 celsius, time 20 hour. Starting materials: CO, Cl, N#Cc1c(OCCO)nc(CCOC2CCCCO2)nc1N1CCc2ccccc2CC1. Yields the product N#Cc1c(OCCO)nc(CCO)nc1N1CCc2ccccc2CC1. RXN SMILES: [CH3:34][OH:35].[ClH:33].[OH:1][CH2:2][CH2:3][O:4][c:5]1[n:6][c:7]([CH2:24][CH2:25][O:26][CH:27]2[CH2:28][CH2:29][CH2:30][CH2:31][O:32]2)[n:8][c:9]([N:13]2[CH2:14][CH2:15][c:16]3[c:17]([cH:20][cH:21][cH:22][cH:23]3)[CH2:18][CH2:19]2)[c:10]1[C:11]#[N:12]>>[OH:1][CH2:2][CH2:3][O:4][c:5]1[n:6][c:7]([CH2:24][CH2:25][OH:26])[n:8][c:9]([N:13]2[CH2:14][CH2:15][c:16]3[c:17]([cH:20][cH:21][cH:22][cH:23]3)[CH2:18][CH2:19]2)[c:10]1[C:11]#[N:12]. Reactants: ClC1=CC=C(C2=CC=C(C=C2C2=NC3=CC=C(C=C3C=C2)C2=NC3=C(N2C2CCCCC2)C=CC(=C3)C(=O)O)C(=O)N3CCCC3)C=C1 (2-{2-[4′-Chloro-4-(pyrrolidine-1-carbonyl)-biphen-2-yl]-quinolin-6-yl}-1-cyclohexyl-1H-benzoimidazole-5-carboxylic acid), CC(=O)C1=C(C=CC(=C1)OC)O (2-hydroxy-5-methoxy acetophenone). The product is ClC1=CC=C(C2=CC=C(C=C2C2=NC3=CC=C(C=C3C=C2)C2=NC3=C(N2C2CCCCC2)C=CC(=C3)C(=O)O)OC)C=C1 (2-[2-(4′-Chloro-4-methoxy-biphen-2-yl)-quinolin-6-yl]-1-cyclohexyl-1H-benzoimidazole-5-carboxylic acid). Reaction SMILES: [Cl:1][C:2]1[CH:48]=[CH:47][C:5]([C:6]2[C:11]([C:12]3[CH:21]=[CH:20][C:19]4[C:14](=[CH:15][CH:16]=[C:17]([C:22]5[N:26]([CH:27]6[CH2:32][CH2:31][CH2:30][CH2:29][CH2:28]6)[C:25]6[CH:33]=[CH:34][C:35]([C:37]([OH:39])=[O:38])=[CH:36][C:24]=6[N:23]=5)[CH:18]=4)[N:13]=3)=[CH:10][C:9](C(N3CCCC3)=O)=[CH:8][CH:7]=2)=[CH:4][CH:3]=1.C[C:50](C1C=C(OC)C=CC=1O)=[O:51]>>[Cl:1][C:2]1[CH:3]=[CH:4][C:5]([C:6]2[C:11]([C:12]3[CH:21]=[CH:20][C:19]4[C:14](=[CH:15][CH:16]=[C:17]([C:22]5[N:26]([CH:27]6[CH2:32][CH2:31][CH2:30][CH2:29][CH2:28]6)[C:25]6[CH:33]=[CH:34][C:35]([C:37]([OH:39])=[O:38])=[CH:36][C:24]=6[N:23]=5)[CH:18]=4)[N:13]=3)=[CH:10][C:9]([O:51][CH3:50])=[CH:8][CH:7]=2)=[CH:47][CH:48]=1. Reported procedure: The title compound was synthesized in seven steps as described for Compound 204 except 2-hydroxy-5-methoxy acetophenone was used instead of Compound 18.